The task is: describe an organic reaction: reactants, conditions, products, and yield. This data is from the Open Reaction Database (ORD), a public repository of structured organic reaction records. Reactants: BrC1=CC=C(CC=2C(=NN3C2N=C(C=C3C)C)CC)C=C1 (3-(4-bromo-benzyl)-2-ethyl-5,7-dimethyl-pyrazolo[1,5-a]pyrimidine), C1(=CC=CC=C1)C(=N)C1=CC=CC=C1 (Diphenylmethanimine), C=1C=CC(=CC1)P(C=2C=CC=CC2)C3=CC=C4C=CC=CC4=C3C5=C6C=CC=CC6=CC=C5P(C=7C=CC=CC7)C=8C=CC=CC8 (BINAP), CC(C)([O-])C.[Na+] (sodium tert-butoxide). The reagents and catalysts are C(C)(=O)[O-].C(C)(=O)[O-].[Pd+2] (palladium diacetate). Solvent: C1(=CC=CC=C1)C (toluene). Conditions: temperature 105 celsius, time 5 minute. Yields the product C(C1=CC=CC=C1)(C1=CC=CC=C1)=NC1=CC=C(C=C1)CC=1C(=NN2C1N=C(C=C2C)C)CC (benzhydrylidene-[4-(2-ethyl-5,7-dimethyl-pyrazolo[1,5-a]pyrimidin-3-ylmethyl)-phenyl]-amine). RXN SMILES: [C:1]1([C:7]([C:9]2[CH:14]=[CH:13][CH:12]=[CH:11][CH:10]=2)=[NH:8])[CH:6]=[CH:5][CH:4]=[CH:3][CH:2]=1.C1C=CC(P(C2C(C3C(P(C4C=CC=CC=4)C4C=CC=CC=4)=CC=C4C=3C=CC=C4)=C3C(C=CC=C3)=CC=2)C2C=CC=CC=2)=CC=1.CC(C)([O-])C.[Na+].Br[C:68]1[CH:87]=[CH:86][C:71]([CH2:72][C:73]2[C:74]([CH2:84][CH3:85])=[N:75][N:76]3[C:81]([CH3:82])=[CH:80][C:79]([CH3:83])=[N:78][C:77]=23)=[CH:70][CH:69]=1>C1(C)C=CC=CC=1.C([O-])(=O)C.C([O-])(=O)C.[Pd+2]>[C:7](=[N:8][C:68]1[CH:87]=[CH:86][C:71]([CH2:72][C:73]2[C:74]([CH2:84][CH3:85])=[N:75][N:76]3[C:81]([CH3:82])=[CH:80][C:79]([CH3:83])=[N:78][C:77]=23)=[CH:70][CH:69]=1)([C:1]1[CH:2]=[CH:3][CH:4]=[CH:5][CH:6]=1)[C:9]1[CH:10]=[CH:11][CH:12]=[CH:13][CH:14]=1 |f:2.3,6.7.8|. Procedure details: Diphenylmethanimine (7.53 g, 39.5 mmol), BINAP (447 mg, 0.718 mmol) and sodium tert-butoxide (6.9 g, 71.8 mmol) were dissolved in 100 ml of toluene. The reaction mixture was heated to 105° C. and stirred for 5 min. Then 3-(4-bromo-benzyl)-2-ethyl-5,7-dimethyl-pyrazolo[1,5-a]pyrimidine (3) (13 g, 35.9 mmol) and palladium diacetate (81 mg, 0.36 mmol) were added and the reaction mixture was stirred for 12 h at 110° C. The organic layer was extracted two times with EtOAc, washed with water and brine... The reactants are C1(=CC=CC=C1)OC1=C(C=C(C=C1)C1=CN(C=2N=CN=C(C21)Cl)[C@@H]2CC[C@H](CC2)N2CCN(CC2)C)C (trans-4-{4-chloro-7-[4-(4-methylpiperazino)cyclohexyl]-7H-pyrrolo[2,3-d]pyrimidin-5-yl}-2-methylphenyl phenyl ether), C(C)(=O)O.COC=1C=C(C=CC1OC1=CC=CC=C1)C1=CN(C=2N=CN=C(C21)N)[C@@H]2CC[C@H](CC2)N2CCN(CC2)C (trans-5-(3-methoxy-4-phenoxyphenyl)-7-[4-(4-methylpiperazino)cyclohexyl]-7H-pyrrolo[2,3-d]pyrimidin-4-amine acetate), CO[C@H]1[C@@H](C[C@@H]2CN3CCC4=C([C@H]3C[C@@H]2[C@@H]1C(=O)OC)NC5=C4C=CC(=C5)OC)OC(=O)C6=CC(=C(C(=C6)OC)OC)OC (Hypersil). Run in C(C)#N (acetonitrile). The product is CC=1C=C(C=CC1OC1=CC=CC=C1)C1=CN(C=2N=CN=C(C21)N)[C@@H]2CC[C@H](CC2)N2CCN(CC2)C (trans-5-(3-Methyl-4-phenoxyphenyl)-7-[4-(4-methylpiperazino)cyclohexyl]-7H-pyrrolo[2,3-d]pyrimidin-4-amine). The yield is 75.0%. Reaction SMILES: [C:1]1([O:7][C:8]2[CH:13]=[CH:12][C:11]([C:14]3[C:22]4[C:21](Cl)=[N:20][CH:19]=[N:18][C:17]=4[N:16]([C@H:24]4[CH2:29][CH2:28][C@H:27]([N:30]5[CH2:35][CH2:34][N:33]([CH3:36])[CH2:32][CH2:31]5)[CH2:26][CH2:25]4)[CH:15]=3)=[CH:10][C:9]=2[CH3:37])[CH:6]=[CH:5][CH:4]=[CH:3][CH:2]=1.C(O)(=O)C.COC1C=C(C2C3C(N)=NC=NC=3[N:59]([C@H]3CC[C@H](N4CCN(C)CC4)CC3)C=2)C=CC=1OC1C=CC=CC=1.CO[C@@H]1[C@@H](C(OC)=O)[C@@H]2[C@@H](CN3[C@H](C2)C2NC4C=C(OC)C=CC=4C=2CC3)C[C@H]1OC(C1C=C(OC)C(OC)=C(OC)C=1)=O>C(#N)C>[CH3:37][C:9]1[CH:10]=[C:11]([C:14]2[C:22]3[C:21]([NH2:59])=[N:20][CH:19]=[N:18][C:17]=3[N:16]([C@H:24]3[CH2:29][CH2:28][C@H:27]([N:30]4[CH2:31][CH2:32][N:33]([CH3:36])[CH2:34][CH2:35]4)[CH2:26][CH2:25]3)[CH:15]=2)[CH:12]=[CH:13][C:8]=1[O:7][C:1]1[CH:6]=[CH:5][CH:4]=[CH:3][CH:2]=1 |f:1.2|. Reported procedure: The title compound was prepared in a 75% yield from trans-4-{4-chloro-7-[4-(4-methylpiperazino)cyclohexyl]-7H-pyrrolo[2,3-d]pyrimidin-5-yl}-2-methylphenyl phenyl ether in a similar manner to that described for the preparation of trans-5-(3-methoxy-4-phenoxyphenyl)-7-[4-(4-methylpiperazino)cyclohexyl]-7H-pyrrolo[2,3-d]pyrimidin-4-amine acetate: 1H NMR (DMSO-d6, 400 MHz) δ 8.13(s, 1H), 7.42(m, 4H), 7.37(t, 2H), 7.27(m, 1H), 7.10 (t, 1H), 6.97(m, 3H), 6.11(bs, 2H), 4.55(m, 1H), 2.2-2.6(m, 9H), 2.22...